This data is from the Open Reaction Database (ORD), a public repository of structured organic reaction records. The task is: describe an organic reaction: reactants, conditions, products, and yield Reaction conditions: time 12 hour. The solvent is C(C)(=O)O (acetic acid), C1=CC=CC=C1 (benzene), C1=CC=CC=C1 (benzene). Reported procedure: The reaction was run similar to that described by D. Chapman and J. Durst, J. Chem. Soc. Perkin I, 2398 (I980). A 12.40 g sample of the 5-(acetylamino)-2,3,6-trimethylpyridine was combined with 22 mL of acetic anhydride, 22 mL of acetic acid, and 13 g of potassium acetate in 200 mL of benzene. The mixture was brought to relux. A solution of an excess of amyl nitrite, (11 g) in benzene (40 mL), was added to the refluxing solution over a period of 2 hours and refluxing was continued an additional ... Reactants: C(C)(=O)NC=1C=C(C(=NC1C)C)C (5-(acetylamino)-2,3,6-trimethylpyridine), N(=O)OCCCCC (amyl nitrite), C([O-])([O-])=O.[Na+].[Na+] (sodium carbonate), C(C)(=O)OC(C)=O (acetic anhydride), C(C)(=O)[O-].[K+] (potassium acetate). RXN SMILES: [C:1]([NH:4][C:5]1[CH:6]=[C:7]([CH3:13])[C:8]([CH3:12])=[N:9][C:10]=1[CH3:11])(=[O:3])[CH3:2].C(OC(=O)C)(=O)C.C([O-])(=O)C.[K+].[N:26](OCCCCC)=O.C(=O)([O-])[O-].[Na+].[Na+]>C1C=CC=CC=1.C(O)(=O)C>[C:1]([N:4]1[C:5]2[C:10](=[N:9][C:8]([CH3:12])=[C:7]([CH3:13])[CH:6]=2)[CH:11]=[N:26]1)(=[O:3])[CH3:2] |f:2.3,5.6.7|. The product is C(C)(=O)N1N=CC2=NC(=C(C=C21)C)C (1-acetyl-5,6-dimethylpyrazolo [4,3-b] pyridine). Reactants: CS(=O)(=O)OCC1=C(N=NN1C1=CC=C(C=C1)C(=O)NCC)C(=O)NC1CC1 ((4-[(Cyclopropylamino)carbonyl]-1-{4-[(ethylamino)carbonyl]phenyl}-1H-1,2,3-triazol-5-yl)methyl methanesulfonate), C([O-])([O-])=O.[K+].[K+] (potassium carbonate), N1CCOCC1 (morpholine). Run in C(C)#N (acetonitrile), C(C)(=O)OCC (ethyl acetate). Conditions: time 15 hour. Product: C1(CC1)NC(=O)C=1N=NN(C1CN1CCOCC1)C1=CC=C(C=C1)C(=O)NCC (N-cyclopropyl-1-{4-[(ethylamino)carbonyl]phenyl}-5-(morpholin-4-ylmethyl)-1H-1,2,3-triazole-4-carboxamide). Isolated yield 74.3%. As a reaction SMILES: CS(O[CH2:6][C:7]1[N:11]([C:12]2[CH:17]=[CH:16][C:15]([C:18]([NH:20][CH2:21][CH3:22])=[O:19])=[CH:14][CH:13]=2)[N:10]=[N:9][C:8]=1[C:23]([NH:25][CH:26]1[CH2:28][CH2:27]1)=[O:24])(=O)=O.C(=O)([O-])[O-].[K+].[K+].[NH:35]1[CH2:40][CH2:39][O:38][CH2:37][CH2:36]1>C(#N)C.C(OCC)(=O)C>[CH:26]1([NH:25][C:23]([C:8]2[N:9]=[N:10][N:11]([C:12]3[CH:17]=[CH:16][C:15]([C:18]([NH:20][CH2:21][CH3:22])=[O:19])=[CH:14][CH:13]=3)[C:7]=2[CH2:6][N:35]2[CH2:40][CH2:39][O:38][CH2:37][CH2:36]2)=[O:24])[CH2:27][CH2:28]1 |f:1.2.3|. Procedure: (4-[(Cyclopropylamino)carbonyl]-1-{4-[(ethylamino)carbonyl]phenyl}-1H-1,2,3-triazol-5-yl)methyl methanesulfonate (195 mg, 0.479 mmol) obtained in Example 126a), potassium carbonate (66.1 mg, 0.479 mmol, 1.0 eq.) and morpholine (0.085 ml, 0.957 mmol, 2.0 eq.) were suspended in acetonitrile (4.0 ml), and the mixture was stirred at room temperature for 15 hr. The reaction mixture was diluted with ethyl acetate (30 ml) and washed with 2% aqueous sodium carbonate solution, saturated aqueous sodium hy... Starting materials: CC(=O)O, COCCNc1ccc([N+](=O)[O-])c(C)n1. Yields the product COCCNc1ccc(N)c(C)n1. Reaction SMILES: [CH3:16][C:17](=[O:18])[OH:19].[CH3:1][O:2][CH2:3][CH2:4][NH:5][c:6]1[n:7][c:8]([CH3:15])[c:9]([N+:12]([O-:13])=[O:14])[cH:10][cH:11]1>>[CH3:1][O:2][CH2:3][CH2:4][NH:5][c:6]1[n:7][c:8]([CH3:15])[c:9]([NH2:12])[cH:10][cH:11]1. Starting materials: C(C)(C)OC1=CC=C(OC=2SC(=CN2)C2=NSC(=N2)C(C)=O)C=C1 (1-{3-[2-(4-isopropoxyphenoxy)-1,3-thiazol-5-yl]-1,2,4-thiadiazol-5-yl}ethanone), [BH4-].[Na+] (sodium borohydride). Run in CO (methanol), O1CCCC1 (tetrahydrofuran). Reaction conditions: time 8 hour. Product: C(C)(C)OC1=CC=C(OC=2SC(=CN2)C2=NSC(=N2)C(C)O)C=C1 (1-{3-[2-(4-isopropoxyphenoxy)-1,3-thiazol-5-yl]-1,2,4-thiadiazol-5-yl}ethanol). The yield is 83.7%. As a reaction SMILES: [CH:1]([O:4][C:5]1[CH:24]=[CH:23][C:8]([O:9][C:10]2[S:11][C:12]([C:15]3[N:19]=[C:18]([C:20](=[O:22])[CH3:21])[S:17][N:16]=3)=[CH:13][N:14]=2)=[CH:7][CH:6]=1)([CH3:3])[CH3:2].[BH4-].[Na+]>CO.O1CCCC1>[CH:1]([O:4][C:5]1[CH:24]=[CH:23][C:8]([O:9][C:10]2[S:11][C:12]([C:15]3[N:19]=[C:18]([CH:20]([OH:22])[CH3:21])[S:17][N:16]=3)=[CH:13][N:14]=2)=[CH:7][CH:6]=1)([CH3:2])[CH3:3] |f:1.2|. Procedure: To a solution of Example 100C (1.7 g, 0.0047 mol) in a mixture of methanol and tetrahydrofuran (1:1) was added sodium borohydride (0.36 g, 0.0094 mol) and the reaction mixture was stirred at room temperature overnight. The solvent was removed and the residue was partitioned between ethyl acetate and water. The organic layer was washed with brine, dried over magnesium sulfate and filtered. The filtrate was concentrated and purified on silica gel (ethyl acetate/hexane, 10˜50%) to give 1.43 g of pr... Reactants: C(C)C1=C(C=CC(=C1C)C(F)(F)F)C=1OCC(N1)(C)C (2-(2-ethyl-3-methyl-4-trifluoromethyl-phenyl)-4,4-dimethyl-4,5-dihydro-oxazole), CI (methyl iodide), intermediate V. Yields the product [I-].C(C)C1=C(C=CC(=C1C)C(F)(F)F)C=1OCC([N+]1C)(C)C (2-(2-Ethyl-3-methyl-4-trifluoromethyl-phenyl)-3,4,4-trimethyl-4,5-dihydro-oxazol-3-ium iodide). As a reaction SMILES: [CH2:1]([C:3]1[C:8]([CH3:9])=[C:7]([C:10]([F:13])([F:12])[F:11])[CH:6]=[CH:5][C:4]=1[C:14]1[O:15][CH2:16][C:17]([CH3:20])([CH3:19])[N:18]=1)[CH3:2].[CH3:21][I:22]>>[I-:22].[CH2:1]([C:3]1[C:8]([CH3:9])=[C:7]([C:10]([F:12])([F:13])[F:11])[CH:6]=[CH:5][C:4]=1[C:14]1[O:15][CH2:16][C:17]([CH3:19])([CH3:20])[N+:18]=1[CH3:21])[CH3:2] |f:2.3|. Reported procedure: Prepared from 2-(2-ethyl-3-methyl-4-trifluoromethyl-phenyl)-4,4-dimethyl-4,5-dihydro-oxazole and methyl iodide in analogy to intermediate V step 3. 2-(2-Ethyl-3-methyl-4-trifluoromethyl-phenyl)-3,4,4-trimethyl-4,5-dihydro-oxazol-3-ium iodide was obtained as colourless solid: MS (ISP): 300.1 (M+). Starting materials: COC(=O)c1ccc(COc2ccc(CC(C)=O)cc2)o1, CCCCCC, O, NCC(O)c1cccc(Cl)c1, c1ccccc1. The product is COC(=O)c1ccc(COc2ccc(CC(C)NCC(O)c3cccc(Cl)c3)cc2)o1. RXN SMILES: [CH2:1]([C:2](=[O:3])[CH3:4])[c:5]1[cH:6][cH:7][c:8]([O:9][CH2:10][c:11]2[cH:12][cH:13][c:14]([C:16](=[O:17])[O:18][CH3:19])[o:15]2)[cH:20][cH:21]1.[CH3:34][CH2:35][CH2:36][CH2:37][CH2:38][CH3:39].[OH2:33].[OH:22][CH:23]([CH2:24][NH2:25])[c:26]1[cH:27][c:28]([Cl:32])[cH:29][cH:30][cH:31]1.[cH:40]1[cH:41][cH:42][cH:43][cH:44][cH:45]1>>[CH2:1]([CH:2]([CH3:4])[NH:25][CH2:24][CH:23]([OH:22])[c:26]1[cH:27][c:28]([Cl:32])[cH:29][cH:30][cH:31]1)[c:5]1[cH:6][cH:7][c:8]([O:9][CH2:10][c:11]2[cH:12][cH:13][c:14]([C:16](=[O:17])[O:18][CH3:19])[o:15]2)[cH:20][cH:21]1. Starting materials: C(C)(=O)OC=1C=C(C=CC1OC(C)=O)C(C(=O)OCC)C (Ethyl 3,4-diacetoxyphenylpropionate), NC1=CC=CC=C1 (aniline). Yields the product C1(=CC=CC=C1)NC(C(C)C1=CC(=C(C=C1)O)O)=O (N-Phenyl-3,4-dihydroxyphenylpropionamide). RXN SMILES: C([O:4][C:5]1[CH:6]=[C:7]([CH:15]([CH3:21])[C:16]([O:18]CC)=O)[CH:8]=[CH:9][C:10]=1[O:11]C(=O)C)(=O)C.[NH2:22][C:23]1[CH:28]=[CH:27][CH:26]=[CH:25][CH:24]=1>>[C:23]1([NH:22][C:16](=[O:18])[CH:15]([C:7]2[CH:8]=[CH:9][C:10]([OH:11])=[C:5]([OH:4])[CH:6]=2)[CH3:21])[CH:28]=[CH:27][CH:26]=[CH:25][CH:24]=1. Procedure: Ethyl 3,4-diacetoxyphenylpropionate and aniline were used to obtain N-Phenyl-3,4-dihydroxyphenylpropionamide by carrying out the same procedures as described in Example 1 as an oily product. Starting materials: COC1=C(CNC([C@H]2N(CCC2)C(=O)OC(C)(C)C)=O)C=CC(=C1)C#N (Boc-proline 2-methoxy-4-cyanobenzylamide). Run in C(Cl)Cl (methylene chloride). Conditions: time 2 hour. Product: COC1=C(CNC([C@H]2NCCC2)=O)C=CC(=C1)C#N (Proline 2-methoxy-4-cyanobenzylamide). Reaction SMILES: [CH3:1][O:2][C:3]1[CH:24]=[C:23]([C:25]#[N:26])[CH:22]=[CH:21][C:4]=1[CH2:5][NH:6][C:7](=[O:20])[C@@H:8]1[CH2:12][CH2:11][CH2:10][N:9]1C(OC(C)(C)C)=O>C(Cl)Cl>[CH3:1][O:2][C:3]1[CH:24]=[C:23]([C:25]#[N:26])[CH:22]=[CH:21][C:4]=1[CH2:5][NH:6][C:7](=[O:20])[C@@H:8]1[CH2:12][CH2:11][CH2:10][NH:9]1. Procedure: 11.4 g (31.7 mmol) of Boc-proline 2-methoxy-4-cyanobenzylamide were dissolved in 130 ml of methylene chloride and, at 0-5° C., saturated with HCI [sic]. After 2 h the Boc group had been completely eliminated. The solvent was removed under reduced pressure, and the product was used without further purification in the next reaction. 1H-NMR (DMSO-d6 ; δ in ppm): 10.25 (s, 1H); 8.60 (s, 1H); 7.50 (d, 1H; 7.42 (dd, 1H); 7.39 (d, 1); 4.40-4.20 (m, 3H); 3.88 (s, 3H); 3.20 (m, 2H); 2.35 (m, 1H); 2.00-1....